This data is from the Open Reaction Database (ORD), a public repository of structured organic reaction records. The task is: describe an organic reaction: reactants, conditions, products, and yield Reactants: C(#N)C1=CC(=C(C=C1N1C=CC(C=C1)=O)N)N (4-cyano-5-(4-oxo-4H-pyridin-1-yl)-1,2-phenylenediamine), C(C(=O)O)(=O)O (oxalic acid), Cl (hydrochloric acid). RXN SMILES: [C:1]([C:3]1[C:8]([N:9]2[CH:14]=[CH:13][C:12](=[O:15])[CH:11]=[CH:10]2)=[CH:7][C:6]([NH2:16])=[C:5]([NH2:17])[CH:4]=1)#[N:2].[C:18](O)(=[O:22])[C:19](O)=[O:20].Cl>>[C:1]([C:3]1[CH:4]=[C:5]2[C:6](=[CH:7][C:8]=1[N:9]1[CH:14]=[CH:13][C:12](=[O:15])[CH:11]=[CH:10]1)[NH:16][C:19](=[O:20])[C:18](=[O:22])[NH:17]2)#[N:2]. Product: C(#N)C=1C=C2NC(C(NC2=CC1N1C=CC(C=C1)=O)=O)=O (6-cyano-7-(4-oxo-4H-pyridin-1-yl)-1,4-dihydroquinoxaline-2,3-dione). The yield is 66.0%. Reported procedure: First, a mixture containing 246 mg of 4-cyano-5-(4-oxo-4H-pyridin-1-yl)-1,2-phenylenediamine, 294 mg of oxalic acid, and 5 ml of 2N hydrochloric acid was refluxed by heating in an oil bath for 2 hours. The mixture was cooled and precipitated crystals were filtered. Then, 284 g of the crude crystals thus obtained were further recrystallized with 2N hydrochloric acid to give 201 mg of 6-cyano-7-(4-oxo-4H-pyridin-1-yl)-1,4-dihydroquinoxaline-2,3-dione. Reactants: 2-ethylhexyl, SC(C(=O)[O-])C (mercaptopropionate), esters, ClCC(=O)[O-].[Na+] (sodium chloroacetate), mercaptoesters, SCC(=O)O (Mercaptoacetic acid), SC(C(=O)OCCCCCC(C)C)C (iso-octyl mercaptopropionate), mercaptoesters, SCC(=O)OCCCCCCCCCCCCCCCCCC (n-octadecyl mercaptoacetate), iso-octyl and 2-ethylhexyl mercaptoacetates, [SH-].[Na+] (sodium hydrosulfide), Alkyl esters, n-octadecyl esters. The solvent is C(C)#N (acetonitrile). Product: SCCC(=O)O (β-mercaptopropionic acid), [SH-].[Na+] (sodium hydrosulfide), C1(CCO1)=O (β-propiolactone). Reaction SMILES: [SH:1][CH:2]([CH3:14])[C:3]([O:5]CCCCCC(C)C)=[O:4].[SH:15]C[C:17]([O:19][CH2:20][CH2:21]CCCCCCCCCCCCCCCC)=[O:18].SC(C)C([O-])=O.SCC(O)=O.[SH-].[Na+:50].ClCC([O-])=O.[Na+]>C(#N)C>[SH:15][CH2:14][CH2:2][C:3]([OH:5])=[O:4].[SH-:1].[Na+:50].[C:17]1(=[O:18])[O:19][CH2:20][CH2:21]1 |f:4.5,6.7,10.11|. Reported procedure: Alkyl esters, as thus characterized, of mercaptoacetic (thioglycolic), β-mercapto-propionic, and mercaptosuccinic (thiomalic) acids exemplify mercaptoesters suitable for the method of this invention. The 2-ethylhexyl, iso-octyl, and n-octadecyl esters are preferable from the standpoint of the effectiveness of the heat stabilizers ultimately derived from them. Particularly preferred for that purpose are the iso-octyl and 2-ethylhexyl mercaptoacetates, iso-octyl mercaptopropionate, and the n-octad... Starting materials: FC(C(=O)NC1=NOC2=C1C=CC(=C2I)C)(F)F (2,2,2-trifluoro-N-(7-iodo-6-methylbenzo[d]isoxazol-3-yl)acetamide), S(=O)(=O)(OC)OC (dimethyl sulfate), C([O-])([O-])=O.[K+].[K+] (potassium carbonate). Solvent: CC(=O)C (acetone). Conditions: temperature 50 celsius. The product is FC(C(=O)N(C)C1=NOC2=C1C=CC(=C2I)C)(F)F (2,2,2-trifluoro-N-(7-iodo-6-methylbenzo[d]isoxazol-3-yl)-N-methylacetamide). Reaction SMILES: [F:1][C:2]([F:18])([F:17])[C:3]([NH:5][C:6]1[C:10]2[CH:11]=[CH:12][C:13]([CH3:16])=[C:14]([I:15])[C:9]=2[O:8][N:7]=1)=[O:4].S(OC)(O[CH3:23])(=O)=O.C(=O)([O-])[O-].[K+].[K+]>CC(C)=O>[F:18][C:2]([F:17])([F:1])[C:3]([N:5]([C:6]1[C:10]2[CH:11]=[CH:12][C:13]([CH3:16])=[C:14]([I:15])[C:9]=2[O:8][N:7]=1)[CH3:23])=[O:4] |f:2.3.4|. Procedure: To 2,2,2-trifluoro-N-(7-iodo-6-methylbenzo[d]isoxazol-3-yl)acetamide in acetone (5.0 mL) at RT was added dimethyl sulfate (766 mg, 6.07 mmol) and potassium carbonate (1.40 g, 10.12 mmol). The mixture was heated at 50° C. in an oil bath for 5 h, then cooled to RT, filtered through a pad of Celite and rinsed with additional acetone (2×5 mL). The filtrate was concentrated to dryness to provide 2,2,2-trifluoro-N-(7-iodo-6-methylbenzo[d]isoxazol-3-yl)-N-methylacetamide. MS (ESI, pos. ion) m/z: 385.0 ... Reactants: C1OC=2C=C(C=CC2O1)C1(C(=C(C2=CC=CC=C12)C1=CC2=C(C=C1)OCO2)C(=O)OCC)O (ethyl (1RS)-1,3-di-(3,4-methylenedioxyphenyl)-1-hydroxyindene-2-carboxylate), C(C)[SiH](CC)CC (triethylsilane), ice, B(F)(F)F.CCOCC (boron trifluoride etherate). Run in C(Cl)Cl (CH2Cl2). Conditions: time 10 minute. Yields the product C1OC=2C=C(C=CC2O1)C1C(C(C2=CC=CC=C12)C1=CC2=C(C=C1)OCO2)C(=O)O ((1RS, 3RS)-1,3-Di-(3,4-methylenedioxyphenyl)-indane-2-carboxylic acid). Yield: 98.3%. Reaction SMILES: [CH2:1]1[O:9][C:8]2[CH:7]=[CH:6][C:5]([C:10]3(O)[C:18]4[C:13](=[CH:14][CH:15]=[CH:16][CH:17]=4)[C:12]([C:19]4[CH:24]=[CH:23][C:22]5[O:25][CH2:26][O:27][C:21]=5[CH:20]=4)=[C:11]3[C:28]([O:30]CC)=[O:29])=[CH:4][C:3]=2[O:2]1.C([SiH](CC)CC)C.B(F)(F)F.CCOCC>C(Cl)Cl>[CH2:1]1[O:9][C:8]2[CH:7]=[CH:6][C:5]([CH:10]3[C:18]4[C:13](=[CH:14][CH:15]=[CH:16][CH:17]=4)[CH:12]([C:19]4[CH:24]=[CH:23][C:22]5[O:25][CH2:26][O:27][C:21]=5[CH:20]=4)[CH:11]3[C:28]([OH:30])=[O:29])=[CH:4][C:3]=2[O:2]1 |f:2.3|. Reported procedure: To a solution of ethyl (1RS)-1,3-di-(3,4-methylenedioxyphenyl)-1-hydroxyindene-2-carboxylate (0.29 g, 0.65 mmol) in CH2Cl2 (3 ml) at 0° C. under an argon atmosphere was added triethylsilane (91 mg, 0.78 mmol), followed by boron trifluoride etherate (0.3 ml, 2.4 mmol). The reaction mixture was stirred for 10 min, at which time was added ice-cold 1M HCl, and the mixture was extracted with EtOAc. The organic extract was washed with saturated aqueous NaCl and dried (MgSO4). The solvent was removed i... RXN SMILES: [CH2:1]1[C:9]2[C:4](=[CH:5][C:6]([NH:10][CH:11]3[CH2:16][CH2:15][N:14]([CH2:17][C:18]4[CH:23]=[CH:22][N:21]=[C:20]([C:24]5[CH:29]=[C:28]([O:30][CH3:31])[C:27]([O:32][CH3:33])=[C:26]([O:34][CH3:35])[CH:25]=5)[CH:19]=4)[CH2:13][CH2:12]3)=[CH:7][CH:8]=2)[CH2:3][CH2:2]1.[CH3:36][O:37][C:38]1[CH:39]=[C:40]([C:48]2[CH:49]=[C:50]([CH:53]=[CH:54][CH:55]=2)[CH2:51][Cl:52])[CH:41]=[C:42]([O:46][CH3:47])[C:43]=1[O:44][CH3:45]>>[ClH:52].[ClH:52].[CH2:1]1[C:9]2[C:4](=[CH:5][C:6]([N:10]([CH:11]3[CH2:12][CH2:13][N:14]([CH2:17][C:18]4[CH:23]=[CH:22][N:21]=[C:20]([C:24]5[CH:29]=[C:28]([O:30][CH3:31])[C:27]([O:32][CH3:33])=[C:26]([O:34][CH3:35])[CH:25]=5)[CH:19]=4)[CH2:15][CH2:16]3)[CH2:51][C:50]3[CH:53]=[CH:54][CH:55]=[C:48]([C:40]4[CH:41]=[C:42]([O:46][CH3:47])[C:43]([O:44][CH3:45])=[C:38]([O:37][CH3:36])[CH:39]=4)[CH:49]=3)=[CH:7][CH:8]=2)[CH2:3][CH2:2]1 |f:2.3.4|. Procedure details: 4-(5-Indanylamino)-1-[[2-(3,4,5-trimethoxyphenyl)pyridin-4-yl]methyl]piperidine (60 mg) and 3-(3,4,5-trimethoxyphenyl)benzyl chloride (114 mg) were condensed in the same manner as described in Example 9. The title compound was obtained as yellow powder after converting a free base to a dihydrochloride. Starting materials: C1CCC2=CC(=CC=C12)NC1CCN(CC1)CC1=CC(=NC=C1)C1=CC(=C(C(=C1)OC)OC)OC (4-(5-Indanylamino)-1-[[2-(3,4,5-trimethoxyphenyl)pyridin-4-yl]methyl]piperidine), COC=1C=C(C=C(C1OC)OC)C=1C=C(CCl)C=CC1 (3-(3,4,5-trimethoxyphenyl)benzyl chloride). Yields the product Cl.Cl.C1CCC2=CC(=CC=C12)N(CC1=CC(=CC=C1)C1=CC(=C(C(=C1)OC)OC)OC)C1CCN(CC1)CC1=CC(=NC=C1)C1=CC(=C(C(=C1)OC)OC)OC (4-[N-(Indan-5-yl)-N-[3-(3,4,5-trimethoxyphenyl)benzyl]amino]-1-[[2-(3,4,5-trimethoxyphenyl)pyridin-4-yl]methyl]piperidine Dihydrochloride).